This data is from the Open Reaction Database (ORD), a public repository of structured organic reaction records. The task is: describe an organic reaction: reactants, conditions, products, and yield Reactants: C1CCOC1, CCCc1cc(C(=O)OC)cc(SC(=S)OCC)c1OC, Cl. Yields the product CCCc1cc(C(=O)OC)cc(S)c1OC. RXN SMILES: [CH2:23]1[O:24][CH2:25][CH2:26][CH2:27]1.[CH3:1][O:2][C:3]([c:4]1[cH:5][c:6]([S:15][C:16]([O:17][CH2:18][CH3:19])=[S:20])[c:7]([O:13][CH3:14])[c:8]([CH2:10][CH2:11][CH3:12])[cH:9]1)=[O:21].[ClH:22]>>[CH3:1][O:2][C:3]([c:4]1[cH:5][c:6]([SH:15])[c:7]([O:13][CH3:14])[c:8]([CH2:10][CH2:11][CH3:12])[cH:9]1)=[O:21]. Starting materials: [OH-].[Na+] (NaOH), COCCC1(CCCCCCC1)C(=O)OC (methyl 1-(2-methoxyethyl)cyclooctanecarboxylate), [H-].[H-].[H-].[H-].[Li+].[Al+3] (LiAlH4). Solvent: CCOCC (ether), CCOCC (ether). Reaction conditions: temperature 0 celsius. Yields the product COCCC1(CCCCCCC1)CO ((1-(2-methoxyethyl)cyclooctyl)methanol). Reaction SMILES: [CH3:1][O:2][CH2:3][CH2:4][C:5]1([C:13](OC)=[O:14])[CH2:12][CH2:11][CH2:10][CH2:9][CH2:8][CH2:7][CH2:6]1.[H-].[H-].[H-].[H-].[Li+].[Al+3].[OH-].[Na+]>CCOCC>[CH3:1][O:2][CH2:3][CH2:4][C:5]1([CH2:13][OH:14])[CH2:12][CH2:11][CH2:10][CH2:9][CH2:8][CH2:7][CH2:6]1 |f:1.2.3.4.5.6,7.8|. Procedure: A solution of EXAMPLE 46B (6.5 g) in ether (50 mL) was added dropwise to a suspension of LiAlH4 (1.2 g) in ether (60 mL). Once the addition was finished, the mixture was refluxed for 90 minutes, cooled to 0° C. and 2N aqueous NaOH (50 mL) was added slowly. The mixture was then extracted with ethyl acetate (300 mL) and the organic layer was washed with brine and dried over Na2SO4. Filtration and evaporation of the solvent provided the title compound. Reactants: BrC=1C=C(C=CC1)O (3-Bromophenol), BrC(C)C (2-bromopropane), C([O-])([O-])=O.[K+].[K+] (potassium carbonate). The solvent is C(C)O (ethanol). The product is BrC=1C=C(C=CC1)OC(C)C (3-bromoisopropoxybenzene). RXN SMILES: [Br:1][C:2]1[CH:3]=[C:4]([OH:8])[CH:5]=[CH:6][CH:7]=1.Br[CH:10]([CH3:12])[CH3:11].C(=O)([O-])[O-].[K+].[K+]>C(O)C>[Br:1][C:2]1[CH:3]=[C:4]([O:8][CH:10]([CH3:12])[CH3:11])[CH:5]=[CH:6][CH:7]=1 |f:2.3.4|. Procedure: 3-Bromophenol was combined with an equal molar amount of 2-bromopropane in ethanol and in the presence of potassium carbonate to provide 3-bromoisopropoxybenzene. The reactants are COC=1C=C(C=CC1OC)CC(=O)O (3,4-Dimethoxyphenylacetic acid), aqueous solution, S([O-])(O)=O.[Na+] (sodium bisulfite), ICl (Iodine monochloride). Solvent: C(C)(=O)O (acetic acid). Conditions: time 8 hour. The product is IC1=C(C=C(C(=C1)OC)OC)CC(=O)O ((2-iodo-4,5-dimethoxy-phenyl)-acetic acid). The yield is 44.8%. RXN SMILES: [CH3:1][O:2][C:3]1[CH:4]=[C:5]([CH2:11][C:12]([OH:14])=[O:13])[CH:6]=[CH:7][C:8]=1[O:9][CH3:10].[I:15]Cl.S(=O)(O)[O-].[Na+]>C(O)(=O)C>[I:15][C:6]1[CH:7]=[C:8]([O:9][CH3:10])[C:3]([O:2][CH3:1])=[CH:4][C:5]=1[CH2:11][C:12]([OH:14])=[O:13] |f:2.3|. Reported procedure: 3,4-Dimethoxyphenylacetic acid (4.0 g, 20.4 mmol) was dissolved in 100 ml of glacial acetic acid. Iodine monochloride (1.35 eq, 1.38 ml) was added slowly and the mixture was allowed to stir at room temperature overnight. To the mixture was added 300 ml of a 10% aqueous solution of sodium bisulfite. The mixture was concentrated in vacuo to remove most of the acetic acid. The aqueous residue was extracted with EtOAc. The organic extracts were dried over anhydrous sodium sulfate, filtered and conce... Reactants: CC(=O)OO, C=CCC(C(=C)C)C(C)=O, CC(=O)[O-], ClCCl, [Na+]. Product: C=CCC(C(C)=O)C1(C)CO1. RXN SMILES: [C:16]([O:17][OH:18])(=[O:19])[CH3:20].[CH2:6]([CH:7]=[CH2:8])[CH:9]([C:10]([CH3:11])=[O:12])[C:13](=[CH2:14])[CH3:15].[CH3:2][C:3]([O-:4])=[O:5].[Cl:21][CH2:22][Cl:23].[Na+:1]>>[O:4]1[C:13]([CH:9]([CH2:6][CH:7]=[CH2:8])[C:10]([CH3:11])=[O:12])([CH3:15])[CH2:14]1. The reactants are BrC=1C(=NC(=C(N1)C(N)=O)NC1=CC=C(C=C1)N1CCC(CC1)N1CCN(CC1)C)N[C@H]1CN(CC1)C(=O)OC(C)(C)C (tert-butyl (3R)-3-{[3-bromo-5-carbamoyl-6-({4-[4-(4-methylpiperazin-1-yl)piperidin-1-yl]phenyl}amino)pyrazin-2-yl]amino}pyrrolidine-1-carboxylate), Cl (hydrochloric acid), C([O-])([O-])=O.[K+].[K+] (potassium carbonate). Conditions: time 4 hour. The product is BrC1=C(N=C(C(=N1)C(=O)N)NC1=CC=C(C=C1)N1CCC(CC1)N1CCN(CC1)C)N[C@H]1CNCC1 (6-bromo-3-({4-[4-(4-methylpiperazin-1-yl)piperidin-1-yl]phenyl}amino)-5-[(3R)-pyrrolidin-3-ylamino]pyrazine-2-carboxamide). The yield is 59.0%. As a reaction SMILES: [Br:1][C:2]1[C:3]([NH:31][C@@H:32]2[CH2:36][CH2:35][N:34](C(OC(C)(C)C)=O)[CH2:33]2)=[N:4][C:5]([NH:11][C:12]2[CH:17]=[CH:16][C:15]([N:18]3[CH2:23][CH2:22][CH:21]([N:24]4[CH2:29][CH2:28][N:27]([CH3:30])[CH2:26][CH2:25]4)[CH2:20][CH2:19]3)=[CH:14][CH:13]=2)=[C:6]([C:8](=[O:10])[NH2:9])[N:7]=1.Cl.C(=O)([O-])[O-].[K+].[K+]>>[Br:1][C:2]1[N:7]=[C:6]([C:8]([NH2:9])=[O:10])[C:5]([NH:11][C:12]2[CH:17]=[CH:16][C:15]([N:18]3[CH2:23][CH2:22][CH:21]([N:24]4[CH2:25][CH2:26][N:27]([CH3:30])[CH2:28][CH2:29]4)[CH2:20][CH2:19]3)=[CH:14][CH:13]=2)=[N:4][C:3]=1[NH:31][C@@H:32]1[CH2:36][CH2:35][NH:34][CH2:33]1 |f:2.3.4|. Reported procedure: To a mixture of tert-butyl (3R)-3-{[3-bromo-5-carbamoyl-6-({4-[4-(4-methylpiperazin-1-yl)piperidin-1-yl]phenyl}amino)pyrazin-2-yl]amino}pyrrolidine-1-carboxylate (800 mg) was added 4 M hydrochloric acid (12.2 mL), followed by stirring at room temperature for 4 hours. To the reactant was added a 10% aqueous potassium carbonate solution, followed by extraction with a mixed solvent of chloroform:isopropanol (4:1). The organic phase was dried over anhydrous magnesium sulfate and filtered, and then t...